Task: describe an organic reaction: reactants, conditions, products, and yield. Dataset: the Open Reaction Database (ORD), a public repository of structured organic reaction records Starting materials: C, CCOC(C)=O, CC(=O)O, CC(=O)NC1SC=CN1C=Cc1ccc(O)cc1, [Pd]. Product: CC(=O)NC1SC=CN1CCc1ccc(O)cc1. Reaction SMILES: [C:29].[CH3:19][CH2:20][O:21][C:22](=[O:23])[CH3:24].[CH3:25][C:26](=[O:27])[OH:28].[OH:1][c:2]1[cH:3][cH:4][c:5]([CH:8]=[CH:9][N:10]2[CH:11]([NH:15][C:16]([CH3:17])=[O:18])[S:12][CH:13]=[CH:14]2)[cH:6][cH:7]1.[Pd:30]>>[OH:1][c:2]1[cH:3][cH:4][c:5]([CH2:8][CH2:9][N:10]2[CH:11]([NH:15][C:16]([CH3:17])=[O:18])[S:12][CH:13]=[CH:14]2)[cH:6][cH:7]1. Starting materials: C1CCC2=NCCCN2CC1 (DBU), C(=O)/C=C/C(=O)OCC ((E)-ethyl 3-formylacrylate), N(=O)C1=CC=CC=C1 (nitrosobenzene). The reagents and catalysts are catalyst. Solvent: ClCCl (dichloromethane). Run at time 10 minute. Product: ON(C(=O)/C=C/C(=O)OCC)C1=CC=CC=C1 ((E)-Ethyl 3-(N-hydroxy-N-phenylcarbamoyl)acrylate). As a reaction SMILES: C1CCN2C(=NCCC2)CC1.[CH:12](/[CH:14]=[CH:15]/[C:16]([O:18][CH2:19][CH3:20])=[O:17])=[O:13].[N:21]([C:23]1[CH:28]=[CH:27][CH:26]=[CH:25][CH:24]=1)=[O:22]>ClCCl>[OH:22][N:21]([C:23]1[CH:28]=[CH:27][CH:26]=[CH:25][CH:24]=1)[C:12](/[CH:14]=[CH:15]/[C:16]([O:18][CH2:19][CH3:20])=[O:17])=[O:13]. Reported procedure: DBU (7.5 mg, 0.05 mmol) was added under argon to a solution of (E)-ethyl 3-formylacrylate (128 mg, 1 mmol), nitrosobenzene (107 mg, 1 mmol) and catalyst (18.2 mg, 0.05 mmol) in dichloromethane (5 mL). The reaction mixture was stirred at room temperature for 10 min. The solvent was removed under vacuum, and the residue was purified by flash silica gel column chromatography using hexane and ethyl acetate as the eluents. Reactants: BrC1=CC(OC2=C1C=C(C=C2)C(F)(F)F)(CF)CF (4-bromo-2,2-bis(fluoromethyl)-6-trifluoromethyl-2H-1-benzopyran), C(C)(=O)[O-].[K+] (potassium acetate), [I-].[K+] (potassium iodide), Cl (HCl). The reagents and catalysts are C(C)(=O)[O-].[Pd+2].C(C)(=O)[O-] (palladium acetate), C1(=CC=CC=C1)P(C1=CC=CC=C1)C1=CC=CC=C1 (triphenylphosphine). Solvent: CN(C(C)=O)C (N,N-dimethylacetamide). Conditions: temperature 120 celsius, time 9 hour. Product: FCC1(OC2=C(C(=C1)C(=O)O)C=C(C=C2)C(F)(F)F)CF (2,2-bis(fluoromethyl)-6-trifluoromethyl-2H-1-benzopyran-4-carboxylic acid). Yield: 80.9%. RXN SMILES: Br[C:2]1[C:7]2[CH:8]=[C:9]([C:12]([F:15])([F:14])[F:13])[CH:10]=[CH:11][C:6]=2[O:5][C:4]([CH2:18][F:19])([CH2:16][F:17])[CH:3]=1.[C:20]([O-:23])(=[O:22])C.[K+].[I-].[K+].Cl>C([O-])(=O)C.[Pd+2].C([O-])(=O)C.C1(P(C2C=CC=CC=2)C2C=CC=CC=2)C=CC=CC=1.CN(C)C(=O)C>[F:17][CH2:16][C:4]1([CH2:18][F:19])[CH:3]=[C:2]([C:20]([OH:23])=[O:22])[C:7]2[CH:8]=[C:9]([C:12]([F:15])([F:14])[F:13])[CH:10]=[CH:11][C:6]=2[O:5]1 |f:1.2,3.4,6.7.8|. Procedure: A mixture of 4-bromo-2,2-bis(fluoromethyl)-6-trifluoromethyl-2H-1-benzopyran (1.72 g), potassium acetate (2.00 g), potassium iodide (0.85 g), triphenylphosphine (27 mg), palladium acetate (11 mg) and N,N-dimethylacetamide (10 ml) was stirred under a CO atmosphere at 120° C. for 9 hours. To the reaction mixture, 2 N HCl was added and the precipitating crystals were recovered by filtration. To the recovered crystals, ethyl acetate was added and the insoluble matter was filtered off; the filtrate w... Starting materials: C[O-].[Na+] (sodium methoxide), BrCCO (2-bromoethanol), C[O-].[Na+] (sodium methoxide), BrCCO (2-bromoethanol), [H-].[Na+] (sodium hydride), BrCCO (2-bromoethanol), CON=C1C(OC2=C1C=CC=C2)=NO (benzofuran-2,3-dione3-(O-methyl-oxime)2-oxime). Run in O (water), CN(C=O)C (dimethylformamide). Run at time 1 hour. Product: CON=C1C(OC2=C1C=CC=C2)=NOCCO (benzofuran-2,3-dione2-[O-(2-hydroxy-ethyl)-oxime] 3-(O-methyl-oxime)). Isolated yield 40.9%. Reaction SMILES: [CH3:1][O:2][N:3]=[C:4]1[C:8]2[CH:9]=[CH:10][CH:11]=[CH:12][C:7]=2[O:6][C:5]1=[N:13][OH:14].[H-].[Na+].Br[CH2:18][CH2:19][OH:20].C[O-].[Na+]>CN(C)C=O.O>[CH3:1][O:2][N:3]=[C:4]1[C:8]2[CH:9]=[CH:10][CH:11]=[CH:12][C:7]=2[O:6][C:5]1=[N:13][O:14][CH2:18][CH2:19][OH:20] |f:1.2,4.5|. Procedure: 49 g (0.0234 mol) of benzofuran-2,3-dione3-(O-methyl-oxime)2-oxime (VIII-1) are dissolved in 25 ml of dimethylformamide. 1 g (0.025 mol) of 60% strength sodium hydride is added to this solution which is then stirred at room temperature for one hour. 3.1 g (0.0248 mol) of 2-bromoethanol are added and the mixture is stirred at 25° C. for 12 hours. After the addition of 0.5 g of sodium methoxide and 1.22 g of 2-bromoethanol, the mixture is stirred at room temperature for 2 hours. A further 0.5 g of... Starting materials: ICC=1C=C(C=C2C=C(C(OC12)C(F)(F)F)C(=O)OCC)C (ethyl 8-(iodomethyl)-6-methyl-2-(trifluoromethyl)-2H-chromene-3-carboxylate), [O-]CC.[Na+] (Sodium ethoxide). Run in CO (methanol). Conditions: temperature 0 celsius, time 2 hour. Product: C(C)OCC=1C=C(C=C2C=C(C(OC12)C(F)(F)F)C(=O)OCC)C (ethyl 8-(ethoxymethyl)-6-methyl-2-(trifluoromethyl)-2H-chromene-3-carboxylate). The yield is 98.0%. RXN SMILES: I[CH2:2][C:3]1[CH:4]=[C:5]([CH3:22])[CH:6]=[C:7]2[C:12]=1[O:11][CH:10]([C:13]([F:16])([F:15])[F:14])[C:9]([C:17]([O:19][CH2:20][CH3:21])=[O:18])=[CH:8]2.[O-:23][CH2:24][CH3:25].[Na+]>CO>[CH2:24]([O:23][CH2:2][C:3]1[CH:4]=[C:5]([CH3:22])[CH:6]=[C:7]2[C:12]=1[O:11][CH:10]([C:13]([F:16])([F:15])[F:14])[C:9]([C:17]([O:19][CH2:20][CH3:21])=[O:18])=[CH:8]2)[CH3:25] |f:1.2|. Reported procedure: The ethyl 8-(iodomethyl)-6-methyl-2-(trifluoromethyl)-2H-chromene-3-carboxylate prepared as in Example 605e, Step 2 (0.2 g, 0.47 mmole) was dissolved in methanol (5 mL) and the solution was cooled to 0° C. (ice bath). Sodium ethoxide (0.10 g, 1.41 mmole) was added dropwise to the above solution, which was stirred for 2 hours at 0° C. The solution was warmed to room temperature and stirred for an additional 2 hours. The reaction was condensed in vacuo to give a yellow oil (0.16 g, 98%). No furthe...